The task is: describe an organic reaction: reactants, conditions, products, and yield. This data is from the Open Reaction Database (ORD), a public repository of structured organic reaction records. Starting materials: C(C)(C)(C)OC(=O)C1C(CC(C1)OC1=NC(=NC2=C(C(=CC=C12)OC)C)C1=CC=C(C=C1)OC)C(NC1(C(C1)C=C)C(=O)OCC)=O (2-(1-Ethoxycarbonyl-2-vinyl-cyclopropylcarbamoyl)-4-[7-methoxy-2-(4-methoxy-phenyl)-8-methyl-quinazolin-4-yloxy]-cyclopentanecarboxylic acid tert-butyl ester), C(=O)(C(F)(F)F)O (TFA). The solvent is ClCCl (dichloromethane), C(C)[SiH](CC)CC (triethylsilane). Run at time 3 hour. Yields the product C(C)OC(=O)C1(C(C1)C=C)NC(=O)C1C(CC(C1)OC1=NC(=NC2=C(C(=CC=C12)OC)C)C1=CC=C(C=C1)OC)C(=O)O (2-(1-Ethoxycarbonyl-2-vinyl-cyclopropylcarbamoyl)-4-[7-methoxy-2-(4-methoxy-phenyl)-8-methyl-quinazolin-4-yloxy]-cyclopentanecarboxylic acid). Isolated yield 88.2%. As a reaction SMILES: C([O:5][C:6]([CH:8]1[CH2:12][CH:11]([O:13][C:14]2[C:23]3[C:18](=[C:19]([CH3:26])[C:20]([O:24][CH3:25])=[CH:21][CH:22]=3)[N:17]=[C:16]([C:27]3[CH:32]=[CH:31][C:30]([O:33][CH3:34])=[CH:29][CH:28]=3)[N:15]=2)[CH2:10][CH:9]1[C:35](=[O:47])[NH:36][C:37]1([C:42]([O:44][CH2:45][CH3:46])=[O:43])[CH2:39][CH:38]1[CH:40]=[CH2:41])=[O:7])(C)(C)C.C(O)(C(F)(F)F)=O>ClCCl.C([SiH](CC)CC)C>[CH2:45]([O:44][C:42]([C:37]1([NH:36][C:35]([CH:9]2[CH2:10][CH:11]([O:13][C:14]3[C:23]4[C:18](=[C:19]([CH3:26])[C:20]([O:24][CH3:25])=[CH:21][CH:22]=4)[N:17]=[C:16]([C:27]4[CH:28]=[CH:29][C:30]([O:33][CH3:34])=[CH:31][CH:32]=4)[N:15]=3)[CH2:12][CH:8]2[C:6]([OH:7])=[O:5])=[O:47])[CH2:39][CH:38]1[CH:40]=[CH2:41])=[O:43])[CH3:46]. Reported procedure: Compound 133 (915 mg, 1.417 mmol) was dissolved in dichloromethane (20 mL) and triethylsilane (0.56 mL). TFA (20 ml) was added dropwise at room temperature and the mixture was left for 3 h at room temperature. Removal of the solvent gave the title compound (737 mg, 88%) MS (M+H)+ 590. The reactants are FC1=C(COC2=CC(=CC=3N2N=C(C3C(=O)O)C)OC)C(=CC=C1)F (7-[(2,6-Difluorobenzyl)oxy]-5-methoxy-2-methylpyrazolo[1,5-a]pyridine-3-carboxylic Acid), C(C)(C)N(C(C)C)CC (N,N-diisopropylethylamine), NCC(CCC)(C)NC(OC(C)(C)C)=O (rac-tert-Butyl (1-amino-2-methylpentan-2-yl)carbamate), Cl.CN(CCCN=C=NCC)C (1-(3-dimethylaminopropyl)-3-ethylcarbodiimide hydrochloride), ON1N=NC2=C1N=CC=C2 (1-hydroxy-7-azabenzotriazole). The solvent is O1CCCC1 (tetrahydrofuran). Reaction conditions: time 20 minute. The product is C(C)(C)(C)OC(NC(CNC(=O)C=1C(=NN2C1C=C(C=C2OCC2=C(C=CC=C2F)F)OC)C)(CCC)C)=O (rac-{1-[({7-[(2,6-Difluorobenzyl)oxy]-5-methoxy-2-methylpyrazolo[1,5-a]pyridin-3-yl}carbonyl)amino]-2-methylpentan-2-yl}carbamic Acid tert-butyl Ester). The yield is 44.0%. As a reaction SMILES: [F:1][C:2]1[CH:24]=[CH:23][CH:22]=[C:21]([F:25])[C:3]=1[CH2:4][O:5][C:6]1[N:11]2[N:12]=[C:13]([CH3:18])[C:14]([C:15](O)=[O:16])=[C:10]2[CH:9]=[C:8]([O:19][CH3:20])[CH:7]=1.Cl.CN(C)CCCN=C=NCC.ON1C2N=CC=CC=2N=N1.C(N(CC)C(C)C)(C)C.[NH2:57][CH2:58][C:59]([NH:64][C:65](=[O:71])[O:66][C:67]([CH3:70])([CH3:69])[CH3:68])([CH3:63])[CH2:60][CH2:61][CH3:62]>O1CCCC1>[C:67]([O:66][C:65](=[O:71])[NH:64][C:59]([CH3:63])([CH2:60][CH2:61][CH3:62])[CH2:58][NH:57][C:15]([C:14]1[C:13]([CH3:18])=[N:12][N:11]2[C:6]([O:5][CH2:4][C:3]3[C:21]([F:25])=[CH:22][CH:23]=[CH:24][C:2]=3[F:1])=[CH:7][C:8]([O:19][CH3:20])=[CH:9][C:10]=12)=[O:16])([CH3:70])([CH3:69])[CH3:68] |f:1.2|. Procedure details: A solution of 170 mg (0.366 mmol, 75% purity) of 7-[(2,6-difluorobenzyl)oxy]-5-methoxy-2-methylpyrazolo[1,5-a]pyridine-3-carboxylic acid (Example 163A) in 8 ml of tetrahydrofuran was admixed with 84 mg (0.44 mmol) of 1-(3-dimethylaminopropyl)-3-ethylcarbodiimide hydrochloride (CAS: 25952-53-8) and 60 mg (0.44 mmol) of 1-hydroxy-7-azabenzotriazole (CAS: 39968-33-7). The solution was stirred at room temperature for 20 minutes. The reaction mixture was admixed with 0.191 ml (1.01 mmol) of N,N-diiso... The reactants are CS(=O)(=O)O.ClC1=CC2=C(N(C(N2)=O)CCCO)C=C1Cl (5,6-dichloro-1,3-dihydro-1-(3-hydroxypropyl)-2H-benzimidazol-2-one methanesulfonate), C1(=CC=CC=C1)N1CNC(C12CCNCC2)=O (1-phenyl-1,3,8-triazaspiro[4,5]decan-4-one). Solvent: CN(C=O)C (N,N-dimethylformamide). Run at temperature 60 celsius. The product is ClC1=CC2=C(N(C(N2)=O)CCCN2CCC3(C(NCN3C3=CC=CC=C3)=O)CC2)C=C1Cl (8-[3-(5,6-dichloro-1,3-dihydro-2-oxo-2H-benzimidazol-1-yl)propyl]-1-phenyl-1,3,8-triazaspiro[4,5]decan-4-one). RXN SMILES: CS(O)(=O)=O.[Cl:6][C:7]1[C:20]([Cl:21])=[CH:19][C:10]2[N:11]([CH2:15][CH2:16][CH2:17]O)[C:12](=[O:14])[NH:13][C:9]=2[CH:8]=1.[C:22]1([N:28]2[C:32]3([CH2:37][CH2:36][NH:35][CH2:34][CH2:33]3)[C:31](=[O:38])[NH:30][CH2:29]2)[CH:27]=[CH:26][CH:25]=[CH:24][CH:23]=1>CN(C)C=O>[Cl:6][C:7]1[C:20]([Cl:21])=[CH:19][C:10]2[N:11]([CH2:15][CH2:16][CH2:17][N:35]3[CH2:34][CH2:33][C:32]4([N:28]([C:22]5[CH:27]=[CH:26][CH:25]=[CH:24][CH:23]=5)[CH2:29][NH:30][C:31]4=[O:38])[CH2:37][CH2:36]3)[C:12](=[O:14])[NH:13][C:9]=2[CH:8]=1 |f:0.1|. Reported procedure: A mixture of 8 parts of 5,6-dichloro-1,3-dihydro-1-(3-hydroxypropyl)-2H-benzimidazol-2-one methanesulfonate, 9.2 parts of 1-phenyl-1,3,8-triazaspiro[4,5]decan-4-one and 90 parts of N,N-dimethylformamide is stirred and heated at 60° C. for one hour. The reaction mixture is evaporated and water is added to the residue. The whole is alkalized with ammonium hydroxide and the product is extracted with trichloromethane. The extract is dried, filtered and evaporated. The residue is purified by column-c...